From a dataset of the Open Reaction Database (ORD), a public repository of structured organic reaction records. describe an organic reaction: reactants, conditions, products, and yield The reactants are C1(CCCC1)C(=O)[O-] (cyclopentanecarboxylate), OS(=O)(=O)O (H2SO4), CCO (EtOH), C(=O)(O)[O-].[Na+] (NaHCO3). Run at temperature 80 celsius, time 3.5 hour. Yields the product C1(CCCC1)C(=O)OCC (ethyl cyclopentanecarboxylate). RXN SMILES: [CH:1]1([C:6]([O-:8])=[O:7])[CH2:5][CH2:4][CH2:3][CH2:2]1.OS(O)(=O)=O.C([O-])(O)=O.[Na+].[CH3:19][CH2:20]O>>[CH:1]1([C:6]([O:8][CH2:19][CH3:20])=[O:7])[CH2:5][CH2:4][CH2:3][CH2:2]1 |f:2.3|. Reported procedure: To a solution of cyclopentanecarboxylate (1.14 g, 10 mmol) in EtOH (5 mL) was added H2SO4 (0.1 mL) at room temperature. The mixture was allowed to warm to 80° C. and stirred at the same temperature for 3.5 h. The reaction mixture was cooled down to room temperature and poured into saturated NaHCO3 aq. (40 mL). The mixture was stirred at room temperature for 30 min and extracted with EtOAc. The organic layer was dried over MgSO4 and concentrated under reduced pressure to provide compound A124-1 (... Reactants: CCC(C)CC(=O)O, CCN=C=NCCCN(C)C, CO, Cl, Nc1ccc(-n2ncc3c(N)ncnc32)cc1, CN(C)C=O, On1nnc2ccccc21. The product is CCC(C)CC(=O)Nc1ccc(-n2ncc3c(N)ncnc32)cc1. As a reaction SMILES: [CH3:18][CH:19]([CH2:20][C:21](=[O:22])[OH:23])[CH2:24][CH3:25].[CH3:27][N:28]([CH3:29])[CH2:30][CH2:31][CH2:32][N:33]=[C:34]=[N:35][CH2:36][CH3:37].[CH3:53][OH:54].[ClH:26].[NH2:1][c:2]1[cH:3][cH:4][c:5](-[n:8]2[n:9][cH:10][c:11]3[c:12]2[n:13][cH:14][n:15][c:16]3[NH2:17])[cH:6][cH:7]1.[O:48]=[CH:49][N:50]([CH3:51])[CH3:52].[OH:38][n:39]1[c:40]2[cH:41][cH:42][cH:43][cH:44][c:45]2[n:46][n:47]1>>[NH:1]([c:2]1[cH:3][cH:4][c:5](-[n:8]2[n:9][cH:10][c:11]3[c:12]2[n:13][cH:14][n:15][c:16]3[NH2:17])[cH:6][cH:7]1)[C:21]([CH2:20][CH:19]([CH3:18])[CH2:24][CH3:25])=[O:22]. Starting materials: Intermediate 1, BrC1=C(C#N)C=CC=C1 (2-bromobenzonitrile), COCCOC (DME). Reagents/catalysts: C=1C=CC(=CC1)[P](C=2C=CC=CC2)(C=3C=CC=CC3)[Pd]([P](C=4C=CC=CC4)(C=5C=CC=CC5)C=6C=CC=CC6)([P](C=7C=CC=CC7)(C=8C=CC=CC8)C=9C=CC=CC9)[P](C=1C=CC=CC1)(C=1C=CC=CC1)C=1C=CC=CC1 (tetrakis(triphenylphosphine)palladium), catalyst. Solvent: C(=O)(O)[O-].[Na+] (NaHCO3), CCOCC (ether). Product: CC=1C=CC2=C(C=C(O2)C2=C(C#N)C=CC=C2)C1 (2-(5-Methyl-2-benzofuranyl)benzonitrile). As a reaction SMILES: Br[C:2]1[CH:9]=[CH:8][CH:7]=[CH:6][C:3]=1[C:4]#[N:5].CO[CH2:12][CH2:13][O:14][CH3:15]>C([O-])(O)=O.[Na+].CCOCC.C1C=CC([P]([Pd]([P](C2C=CC=CC=2)(C2C=CC=CC=2)C2C=CC=CC=2)([P](C2C=CC=CC=2)(C2C=CC=CC=2)C2C=CC=CC=2)[P](C2C=CC=CC=2)(C2C=CC=CC=2)C2C=CC=CC=2)(C2C=CC=CC=2)C2C=CC=CC=2)=CC=1>[CH3:6][C:3]1[CH:4]=[CH:12][C:13]2[O:14][C:15]([C:2]3[CH:9]=[CH:8][CH:7]=[CH:6][C:3]=3[C:4]#[N:5])=[CH:8][C:9]=2[CH:2]=1 |f:2.3,^1:29,31,50,69|. Procedure details: Intermediate 1 (20 g) was added to a stirred solution of 2-bromobenzonitrile (10.34 g) and tetrakis(triphenylphosphine)palladium (0) (1.5 g) in DME (200 ml) and 8% NaHCO3 (50 ml) at reflux under nitrogen. Further catalyst (1.5 g) was added and the reaction continued overnight. The reaction was cooled to room temperature and diluted with ether (200 ml). The organic layer was separated, washed with water (3×100 ml) and dried. Filtration and evaporation gave a white solid which was purified by chro... Starting materials: CC1C=2N(CCN1C)N=C(C2)N (4,5-Dimethyl-4,5,6,7-tetrahydropyrazolo[1,5-a]pyrazin-2-amine), C(C)(=O)OCC=1C(=NC=CC1C1=CN(C(C(=C1)Br)=O)C)N1C(C2=CC=3CC(CC3N2CC1)(C)C)=O ([4-(5-Bromo-1-methyl-6-oxo-1,6-dihydropyridin-3-yl)-2-{4,4-dimethyl-9-oxo-1,10-diazatricyclo[6.4.0.02,6]dodeca-2(6),7-dien-10-yl}pyridin-3-yl]methyl acetate), CC1(C2=C(C(=CC=C2)P(C3=CC=CC=C3)C4=CC=CC=C4)OC5=C(C=CC=C51)P(C6=CC=CC=C6)C7=CC=CC=C7)C (Xantphos), C(=O)([O-])[O-].[Cs+].[Cs+] (Cs2CO3). Reagents/catalysts: C=1C=CC(=CC1)/C=C/C(=O)/C=C/C2=CC=CC=C2.C=1C=CC(=CC1)/C=C/C(=O)/C=C/C2=CC=CC=C2.C=1C=CC(=CC1)/C=C/C(=O)/C=C/C2=CC=CC=C2.[Pd].[Pd] (Pd2(dba)3). Solvent: O1CCOCC1 (dioxane). Conditions: temperature 100 celsius, time 2 hour. The product is C(C)(=O)OCC=1C(=NC=CC1C1=CN(C(C(=C1)NC1=NN2C(C(N(CC2)C)C)=C1)=O)C)N1C(C=2N(C=3CCCCC3C2)CC1)=O ((4-(5-(4,5-Dimethyl-4,5,6,7-tetrahydropyrazolo[1,5-a]pyrazin-2-ylamino)-1-methyl-6-oxo-1,6-dihydropyridin-3-yl)-2-(1-oxo-3,4,6,7,8,9-hexahydropyrazino[1,2-a]indol-2(1H)-yl)pyridin-3-yl)methyl Acetate). Yield: 81.9%. Reaction SMILES: [CH3:1][CH:2]1[N:7]([CH3:8])[CH2:6][CH2:5][N:4]2[N:9]=[C:10]([NH2:12])[CH:11]=[C:3]12.[C:13]([O:16][CH2:17][C:18]1[C:19]([N:33]2[CH2:44][CH2:43][N:42]3[C:35](=[CH:36][C:37]4[CH2:38][C:39](C)([CH3:45])[CH2:40][C:41]=43)[C:34]2=[O:47])=[N:20][CH:21]=[CH:22][C:23]=1[C:24]1[CH:29]=[C:28](Br)[C:27](=[O:31])[N:26]([CH3:32])[CH:25]=1)(=[O:15])[CH3:14].CC1(C)C2C(=C(P(C3C=CC=CC=3)C3C=CC=CC=3)C=CC=2)OC2C(P(C3C=CC=CC=3)C3C=CC=CC=3)=CC=CC1=2.C([O-])([O-])=O.[Cs+].[Cs+]>C1C=CC(/C=C/C(/C=C/C2C=CC=CC=2)=O)=CC=1.C1C=CC(/C=C/C(/C=C/C2C=CC=CC=2)=O)=CC=1.C1C=CC(/C=C/C(/C=C/C2C=CC=CC=2)=O)=CC=1.[Pd].[Pd].O1CCOCC1>[C:13]([O:16][CH2:17][C:18]1[C:19]([N:33]2[CH2:44][CH2:43][N:42]3[C:41]4[CH2:40][CH2:39][CH2:45][CH2:38][C:37]=4[CH:36]=[C:35]3[C:34]2=[O:47])=[N:20][CH:21]=[CH:22][C:23]=1[C:24]1[CH:29]=[C:28]([NH:12][C:10]2[CH:11]=[C:3]3[CH:2]([CH3:1])[N:7]([CH3:8])[CH2:6][CH2:5][N:4]3[N:9]=2)[C:27](=[O:31])[N:26]([CH3:32])[CH:25]=1)(=[O:15])[CH3:14] |f:3.4.5,6.7.8.9.10|. Procedure details: A 25-mL round-bottomed flask equipped with a magnetic stirrer and a reflux condenser was charged with 287i (20 mg, 1.0 eq., 0.12 mmol), (4-(5-bromo-1-methyl-6-oxo-1,6-dihydropyridin-3-yl)-2-(1-oxo-3,4,6,7,8,9-hexahydropyrazino[1,2-a]indol-2(1H)-yl)pyridin-3-yl)methyl acetate 273a (127 mg, 2.0 eq., 0.24 mmol), Pd2(dba)3 (9.0 mg, 0.1 eq., 0.010 mmol), Xantphos (11 mg, 0.2 eq., 0.020 mmol), Cs2CO3 (78 mg, 2.0 eq., 0.24 mmol), and dioxane (5 mL). After three cycles of vacuum/N2 flush, the mixture wa... Starting materials: Cl (HCl), CCOCC (ether), ClCCOC1=CC=C2C(=NNC2=C1)S(=O)(=O)C1=CC=CC2=CC=CC=C12 (6-(2-chloro-ethoxy)-3-(naphthalene-1-sulfonyl)-1-H-indazole), CN (methylamine). Solvent: CS(=O)C (DMSO), O (water). Conditions: temperature 100 celsius, time 4 hour. The product is Cl.CNCCOC1=CC=C2C(=NNC2=C1)S(=O)(=O)C1=CC=CC2=CC=CC=C12 (N-Methyl-2-{[3-(1-naphthylsulfonyl)-1H-indazol-6-yl]oxy}ethanamine Hydrochloride). Isolated yield 100.0%. RXN SMILES: [Cl:1][CH2:2][CH2:3][O:4][C:5]1[CH:13]=[C:12]2[C:8]([C:9]([S:14]([C:17]3[C:26]4[C:21](=[CH:22][CH:23]=[CH:24][CH:25]=4)[CH:20]=[CH:19][CH:18]=3)(=[O:16])=[O:15])=[N:10][NH:11]2)=[CH:7][CH:6]=1.[CH3:27][NH2:28].Cl.CCOCC>CS(C)=O.O>[ClH:1].[CH3:27][NH:28][CH2:2][CH2:3][O:4][C:5]1[CH:13]=[C:12]2[C:8]([C:9]([S:14]([C:17]3[C:26]4[C:21](=[CH:22][CH:23]=[CH:24][CH:25]=4)[CH:20]=[CH:19][CH:18]=3)(=[O:16])=[O:15])=[N:10][NH:11]2)=[CH:7][CH:6]=1 |f:6.7|. Procedure: A mixture of 6-(2-chloro-ethoxy)-3-(naphthalene-1-sulfonyl)-1-H-indazole (0.075 g, 0.19 mmoles) and methylamine (0.28 mL, 0.56 mmoles) in DMSO (1 mL) was stirred under nitrogen at 100° C. for 4 hours. Mixture was cooled to room temperature, diluted with water, extracted with EtOAc, washed with water (2×), brine (1×), dried over Na2SO4, and concentrated under vacuum. Compound was purified by flash chromatography using as eluent 5% CH3OH/EtOAc. The purified compound was dissolved in methanol, 1M H... Starting materials: CC(C)(C)OC(=O)N1CCC(CCN)CC1, C1COCCO1, CNC(=O)c1ccc2cc(-c3nc(Cl)ncc3C)sc2c1, CCN(C(C)C)C(C)C. Product: CNC(=O)c1ccc2cc(-c3nc(NCCC4CCN(C(=O)OC(C)(C)C)CC4)ncc3C)sc2c1. As a reaction SMILES: [C:22]([CH3:23])([CH3:24])([CH3:25])[O:26][C:27](=[O:28])[N:29]1[CH2:30][CH2:31][CH:32]([CH2:35][CH2:36][NH2:37])[CH2:33][CH2:34]1.[CH2:47]1[O:48][CH2:49][CH2:50][O:51][CH2:52]1.[CH3:1][NH:2][C:3](=[O:4])[c:5]1[cH:6][cH:7][c:8]2[c:9]([s:10][c:11](-[c:13]3[n:14][c:15]([Cl:20])[n:16][cH:17][c:18]3[CH3:19])[cH:12]2)[cH:21]1.[CH:38]([N:39]([CH:40]([CH3:41])[CH3:42])[CH2:43][CH3:44])([CH3:45])[CH3:46]>>[CH3:1][NH:2][C:3](=[O:4])[c:5]1[cH:6][cH:7][c:8]2[c:9]([s:10][c:11](-[c:13]3[n:14][c:15]([NH:37][CH2:36][CH2:35][CH:32]4[CH2:31][CH2:30][N:29]([C:27]([O:26][C:22]([CH3:23])([CH3:24])[CH3:25])=[O:28])[CH2:34][CH2:33]4)[n:16][cH:17][c:18]3[CH3:19])[cH:12]2)[cH:21]1.